describe an organic reaction: reactants, conditions, products, and yield From a dataset of the Open Reaction Database (ORD), a public repository of structured organic reaction records. The reactants are C(C)C1=NN(C2=CC=CC(=C12)NC(=O)C1=CN=C2N1C=CC=C2)CC2=NC(=CC=C2)C=O (N-(3-ethyl-1-((6-formylpyridin-2-yl)methyl)-1H-indazol-4-yl)imidazo[1,2-a]pyridine-3-carboxamide), C(C)(=O)O[BH-](OC(C)=O)OC(C)=O.[Na+] (sodium triacetoxyborohydride), N1(CCNCC1)C(=O)OC(C)(C)C (tert-butyl piperazine-1-carboxylate). Solvent: ClCCl.CO (dichloromethane methanol). Reaction conditions: time 30 minute. Yields the product C(C)C1=NN(C2=CC=CC(=C12)NC(=O)C1=CN=C2N1C=CC=C2)CC2=CC=CC(=N2)CN2CCN(CC2)C(=O)OC(C)(C)C (tert-butyl 4-((6-((3-ethyl-4-(imidazo[1,2-a]pyridine-3-carboxamido)-1H-indazol-1-yl)methyl)pyridin-2-yl)methyl)piperazine-1-carboxylate). The yield is 45.0%. RXN SMILES: [CH2:1]([C:3]1[C:11]2[C:6](=[CH:7][CH:8]=[CH:9][C:10]=2[NH:12][C:13]([C:15]2[N:19]3[CH:20]=[CH:21][CH:22]=[CH:23][C:18]3=[N:17][CH:16]=2)=[O:14])[N:5]([CH2:24][C:25]2[CH:30]=[CH:29][CH:28]=[C:27]([CH:31]=O)[N:26]=2)[N:4]=1)[CH3:2].C(O[BH-](OC(=O)C)OC(=O)C)(=O)C.[Na+].[N:47]1([C:53]([O:55][C:56]([CH3:59])([CH3:58])[CH3:57])=[O:54])[CH2:52][CH2:51][NH:50][CH2:49][CH2:48]1>ClCCl.CO>[CH2:1]([C:3]1[C:11]2[C:6](=[CH:7][CH:8]=[CH:9][C:10]=2[NH:12][C:13]([C:15]2[N:19]3[CH:20]=[CH:21][CH:22]=[CH:23][C:18]3=[N:17][CH:16]=2)=[O:14])[N:5]([CH2:24][C:25]2[N:26]=[C:27]([CH2:31][N:50]3[CH2:51][CH2:52][N:47]([C:53]([O:55][C:56]([CH3:59])([CH3:58])[CH3:57])=[O:54])[CH2:48][CH2:49]3)[CH:28]=[CH:29][CH:30]=2)[N:4]=1)[CH3:2] |f:1.2,4.5|. Procedure details: To a mixture of N-(3-ethyl-1-((6-formylpyridin-2-yl)methyl)-1H-indazol-4-yl)imidazo[1,2-a]pyridine-3-carboxamide (20 mg, 0.0471 mmol) and sodium triacetoxyborohydride (49.9 mg, 0.236 mmol) in a 1:1 mixture of dichloromethane/methanol (1 mL) was added tert-butyl piperazine-1-carboxylate (10.5 mg, 0.0565 mmol). The mixture was stirred for 30 minutes at ambient temperature. The solvent was removed under reduced pressure and the residue was purified using preparative thin layer chromatography on sil... The reactants are OC1=C2C(=NNC2=CC=C1)C (4-hydroxy-3-methylindazole), [H-].[Na+] (sodium hydride), C(C1=CC=CC=C1)Br (benzyl bromide). Solvent: CN(C)C=O (DMF), CN(C)C=O (DMF). Run at time 10 minute. Yields the product CC1=NNC2=CC=CC(=C12)OCC1=CC=CC=C1 (3-Methyl-4-[(phenylmethyl)oxy]-1H-indazole). As a reaction SMILES: [H-].[Na+].[OH:3][C:4]1[CH:12]=[CH:11][CH:10]=[C:9]2[C:5]=1[C:6]([CH3:13])=[N:7][NH:8]2.[CH2:14](Br)[C:15]1[CH:20]=[CH:19][CH:18]=[CH:17][CH:16]=1>CN(C=O)C>[CH3:13][C:6]1[C:5]2[C:9](=[CH:10][CH:11]=[CH:12][C:4]=2[O:3][CH2:14][C:15]2[CH:20]=[CH:19][CH:18]=[CH:17][CH:16]=2)[NH:8][N:7]=1 |f:0.1|. Procedure details: To a suspension of sodium hydride (0.452 g of a 60% dispersion in mineral oil, 11.3 mmol) in DMF (30 mL) was added 4-hydroxy-3-methylindazole (1.52 g, 10.3 mmol) (prepared in a similar manner to that described in J. Med Chem., 2000, 2672) in DMF (20 mL) via a cannula. The mixture was stirred at room temperature for 10 minutes and then benzyl bromide (1.223 mL, 10.3 mmol) was added and stirring was continued at room temperature for 2 hrs. The mixture was quenched with ammonium chloride solution a... Reactants: Cl.CONC (N-methoxymethanamine hydrochloride), C1(CC1)S(=O)(=O)C1=CC=C(C=C1)C(C(=O)O)CC1CCOCC1 (2-[4-(cyclopropylsulfonyl)phenyl]-3-(tetrahydro-2H-pyran-4-yl)propanoic acid), Cl.CN(CCCN=C=NCC)C (N-[3-(dimethylamino)propyl]-N′-ethylcarbodiimide hydrochloride), ON1N=NC2=C1C=CC=C2 (1-hydroxybenzotriazole). The solvent is CN(C=O)C (N,N-dimethylformamide), C(C)N(CC)CC (triethylamine), CN(C=O)C (N,N-dimethylformamide), C(C)(=O)OCC (ethyl acetate). Conditions: time 8 hour. The product is C1(CC1)S(=O)(=O)C1=CC=C(C=C1)C(C(=O)N(C)OC)CC1CCOCC1 (2-[4-(cyclopropylsulfonyl)phenyl]-N-methoxy-N-methyl-3-(tetrahydro-2H-pyran-4-yl)propanamide). Isolated yield 80.6%. RXN SMILES: Cl.[CH3:2][O:3][NH:4][CH3:5].[CH:6]1([S:9]([C:12]2[CH:17]=[CH:16][C:15]([CH:18]([CH2:22][CH:23]3[CH2:28][CH2:27][O:26][CH2:25][CH2:24]3)[C:19](O)=[O:20])=[CH:14][CH:13]=2)(=[O:11])=[O:10])[CH2:8][CH2:7]1.Cl.CN(C)CCCN=C=NCC.ON1C2C=CC=CC=2N=N1>CN(C)C=O.C(OCC)(=O)C.C(N(CC)CC)C>[CH:6]1([S:9]([C:12]2[CH:13]=[CH:14][C:15]([CH:18]([CH2:22][CH:23]3[CH2:24][CH2:25][O:26][CH2:27][CH2:28]3)[C:19]([N:4]([O:3][CH3:2])[CH3:5])=[O:20])=[CH:16][CH:17]=2)(=[O:10])=[O:11])[CH2:8][CH2:7]1 |f:0.1,3.4|. Procedure: To a solution of N-methoxymethanamine hydrochloride (3.90 g) in N,N-dimethylformamide (100 mL) was added triethylamine (5.60 mL) for neutralization, and a solution of 2-[4-(cyclopropylsulfonyl)phenyl]-3-(tetrahydro-2H-pyran-4-yl)propanoic acid (11.23 g) in N,N-dimethylformamide (50 mL), N-[3-(dimethylamino)propyl]-N′-ethylcarbodiimide hydrochloride (9.60 g) and 1-hydroxybenzotriazole (6.80 g) were added under ice-cooling. The reaction mixture was warmed to room temperature and stirred overnight.... Reaction SMILES: [CH3:15][c:16]1[c:17]([C:18](=[O:19])[Cl:20])[c:21]([CH3:25])[cH:22][cH:23][cH:24]1.[N+:1](=[O:2])([O-:3])[c:4]1[c:5]([OH:14])[c:6]([OH:7])[cH:8][c:9]([N+:11](=[O:12])[O-:13])[cH:10]1>>[N+:1](=[O:2])([O-:3])[c:4]1[c:5]([OH:14])[c:6]([O:7][C:18]([c:17]2[c:16]([CH3:15])[cH:24][cH:23][cH:22][c:21]2[CH3:25])=[O:19])[cH:8][c:9]([N+:11](=[O:12])[O-:13])[cH:10]1. Product: Cc1cccc(C)c1C(=O)Oc1cc([N+](=O)[O-])cc([N+](=O)[O-])c1O. The reactants are Cc1cccc(C)c1C(=O)Cl, O=[N+]([O-])c1cc(O)c(O)c([N+](=O)[O-])c1. Starting materials: CC(C)(C)OC(=O)NC(CC1CCCCC1)C(CN1CCCC1=O)O[Si](C)(C)C(C)(C)C, O=C([O-])O, CC#N, F, [Na+]. Product: CC(C)(C)OC(=O)NC(CC1CCCCC1)C(O)CN1CCCC1=O. As a reaction SMILES: [C:1]([Si:2]([CH3:3])([CH3:4])[O:6][CH:7]([CH:8]([CH2:9][CH:10]1[CH2:11][CH2:12][CH2:13][CH2:14][CH2:15]1)[NH:16][C:17]([O:18][C:19]([CH3:20])([CH3:21])[CH3:22])=[O:23])[CH2:24][N:25]1[C:26](=[O:30])[CH2:27][CH2:28][CH2:29]1)([CH3:5])([CH3:31])[CH3:32].[C:34](=[O:35])([OH:36])[O-:37].[CH3:39][C:40]#[N:41].[FH:33].[Na+:38]>>[OH:6][CH:7]([CH:8]([CH2:9][CH:10]1[CH2:11][CH2:12][CH2:13][CH2:14][CH2:15]1)[NH:16][C:17]([O:18][C:19]([CH3:20])([CH3:21])[CH3:22])=[O:23])[CH2:24][N:25]1[C:26](=[O:30])[CH2:27][CH2:28][CH2:29]1. Reactants: BrC1=CC(=C(OC2=CC=[N+](C=C2)[O-])C(=C1)C)C (4-(4-Bromo-2,6-dimethyl-phenoxy)-pyridine 1-oxide), C(=O)([O-])[O-].[Na+].[Na+] (Na2CO3), O=P(Cl)(Cl)Cl (POCl3). Run at temperature 105 celsius. Product: BrC1=CC(=C(OC2=CC(=NC=C2)Cl)C(=C1)C)C (4-(4-Bromo-2,6-dimethyl-phenoxy)-2-chloro-pyridine). Isolated yield 73.0%. As a reaction SMILES: [Br:1][C:2]1[CH:15]=[C:14]([CH3:16])[C:5]([O:6][C:7]2[CH:12]=[CH:11][N+:10]([O-])=[CH:9][CH:8]=2)=[C:4]([CH3:17])[CH:3]=1.C([O-])([O-])=O.[Na+].[Na+].O=P(Cl)(Cl)[Cl:26]>>[Br:1][C:2]1[CH:15]=[C:14]([CH3:16])[C:5]([O:6][C:7]2[CH:12]=[CH:11][N:10]=[C:9]([Cl:26])[CH:8]=2)=[C:4]([CH3:17])[CH:3]=1 |f:1.2.3|. Reported procedure: A suspension of 4-(4-Bromo-2,6-dimethyl-phenoxy)-pyridine 1-oxide (14, 10 g, 34 mmol, 1 equiv) and Na2CO3 (3.6 g, 34 mmol, 1 equiv) in POCl3 (100 mL) was heated to 105° C. for 30 h. The reaction was cooled to RT and the POCl3 was removed by rotary evaporation. The residue was dissolved in EtOAc and partioned into a chilled biphasic solution of EtOAc and 1 N NaOH. The aqueous layer was treated with NaOH (s) until the pH >1. The aqueous layer was extracted with EtOAc (3×), and the combined organic... Reactants: OC1=CC=C(C=C1)C=1C=CC(=C2C=COC21)C=O (7-(4-hydroxyphenyl)-benzofuran-4-carbaldehyde), Cl.NO (hydroxylamine hydrochloride), CO (MeOH), N1=CC=CC=C1 (pyridine). Run in CCOCC (ether). Reaction conditions: temperature 68 celsius. The product is OC1=CC=C(C=C1)C=1C=CC(=C2C=COC21)C=NO (7-(4-Hydroxyphenyl)-1-benzofuran-4-carbaldehyde oxime). RXN SMILES: [OH:1][C:2]1[CH:7]=[CH:6][C:5]([C:8]2[CH:9]=[CH:10][C:11]([CH:17]=O)=[C:12]3[C:16]=2[O:15][CH:14]=[CH:13]3)=[CH:4][CH:3]=1.Cl.[NH2:20][OH:21].CO.N1C=CC=CC=1>CCOCC>[OH:1][C:2]1[CH:7]=[CH:6][C:5]([C:8]2[CH:9]=[CH:10][C:11]([CH:17]=[N:20][OH:21])=[C:12]3[C:16]=2[O:15][CH:14]=[CH:13]3)=[CH:4][CH:3]=1 |f:1.2|. Reported procedure: To a 15 ml round bottom flask was added 7-(4-hydroxyphenyl)-benzofuran-4-carbaldehyde (250 mg, 1.05 mmol), hydroxylamine hydrochloride (146 mg, 2.10 mmol), anhydrous MeOH (6.5 ml), and anhydrous pyridine (0.17 ml, 2.10 mmol). The flask was then sealed and heated to 68° C. for 1 h, cooled to room temperature, dilute with ether, and the layers separated. The ether layer was washed with water, dried over anhydrous Na2SO4, passed through a silica plug, and concentrated to 250 mg (94%) clean product ...